This data is from the Open Reaction Database (ORD), a public repository of structured organic reaction records. The task is: describe an organic reaction: reactants, conditions, products, and yield The reactants are NC=1C(=NC(=NC1NC(C)(C)C)C1=CC(=CC=C1)O)C(=O)[O-] (5-Amino-6-tert-butylamino-2-(3-hydroxy-phenyl)-pyrimidine-4-carboxylate), C1(CCCCC1)P(C1=C(C=CC=C1)C1=C(C=CC=C1OC)OC)C1CCCCC1 (dicyclohexyl(2′,6′-dimethoxybiphenyl-2-yl)phosphine), P(=O)([O-])([O-])[O-].[K+].[K+].[K+] (potassium phosphate), NC=1C(=NC(=NC1NC(C)(C)C)Cl)C(=O)[O-] (5-amino-6-tert-butylamino-2-chloro-pyrimidine-4-carboxylate), OC=1C=C(C=CC1)B(O)O (3-hydroxyphenylboronic acid). Reagents/catalysts: C(C)(=O)[O-].[Pd+2].C(C)(=O)[O-] (palladium (II) acetate). Run in O (water), O1CCCC1 (tetrahydrofuran). Yields the product C(C)(C)(C)N1C2=NC(=NC(=C2NC1=O)C(=O)N)C1=CC(=CC=C1)O (9-TERT-BUTYL-2-(3-HYDROXY-PHENYL)-8-OXO-8,9-DIHYDRO-7H-PURINE-6-CARBOXAMIDE). Yield: 36.0%. Reaction SMILES: [NH2:1][C:2]1[C:3]([C:20]([O-:22])=O)=[N:4][C:5]([C:13]2[CH:18]=[CH:17][CH:16]=[C:15]([OH:19])[CH:14]=2)=[N:6][C:7]=1[NH:8][C:9]([CH3:12])([CH3:11])[CH3:10].[NH2:23]C1C(C([O-])=O)=NC(Cl)=NC=1NC(C)(C)C.[OH:39][C:40]1C=C(B(O)O)C=CC=1.P([O-])([O-])([O-])=O.[K+].[K+].[K+].C1(P(C2CCCCC2)C2C=CC=CC=2C2C(OC)=CC=CC=2OC)CCCCC1>O1CCCC1.O.C([O-])(=O)C.[Pd+2].C([O-])(=O)C>[C:9]([N:8]1[C:40](=[O:39])[NH:1][C:2]2[C:7]1=[N:6][C:5]([C:13]1[CH:18]=[CH:17][CH:16]=[C:15]([OH:19])[CH:14]=1)=[N:4][C:3]=2[C:20]([NH2:23])=[O:22])([CH3:11])([CH3:10])[CH3:12] |f:3.4.5.6,10.11.12|. Procedure: 5-Amino-6-tert-butylamino-2-(3-hydroxy-phenyl)-pyrimidine-4-carboxylate. In a microwave flask was placed 5-amino-6-tert-butylamino-2-chloro-pyrimidine-4-carboxylate (0.46 g, 1.69 mmol), 3-hydroxyphenylboronic acid (0.35 g, 2.53 mmol), potassium phosphate (0.72 g, 3.4 mmol), dicyclohexyl(2′,6′-dimethoxybiphenyl-2-yl)phosphine (0.10 g, 0.25 mmol) and palladium (II) acetate (0.06 g, 0.25 mmol) in tetrahydrofuran (17 mL) and water (1.7 mL). The mixture was reacted according to General Procedure E. T...